The task is: describe an organic reaction: reactants, conditions, products, and yield. This data is from the Open Reaction Database (ORD), a public repository of structured organic reaction records. The reactants are BrC1=CC=NC=C1 (4-bromopyridine), N1(CCNCC1)C(=O)OC(C)(C)C (tert-butyl piperazine-1-carboxylate), CC(C)(C)[O-].[Na+] (NaOtBu), C=1C=CC(=CC1)P(C=2C=CC=CC2)C3=CC=C4C=CC=CC4=C3C5=C6C=CC=CC6=CC=C5P(C=7C=CC=CC7)C=8C=CC=CC8 (BINAP). The reagents and catalysts are CC(=O)[O-].CC(=O)[O-].[Pd+2] (Pd(OAc)2). Run in C(C)(=O)OCC (ethyl acetate), O (water), [Cl-].[Na+].O (brine), C1(=CC=CC=C1)C (toluene). The product is N1=CC=C(C=C1)N1CCN(CC1)C(=O)OC(C)(C)C (tert-Butyl 4-(pyridin-4-yl)piperazine-1-carboxylate). Yield: 47.0%. RXN SMILES: Br[C:2]1[CH:7]=[CH:6][N:5]=[CH:4][CH:3]=1.[N:8]1([C:14]([O:16][C:17]([CH3:20])([CH3:19])[CH3:18])=[O:15])[CH2:13][CH2:12][NH:11][CH2:10][CH2:9]1.CC([O-])(C)C.[Na+].C1C=CC(P(C2C(C3C(P(C4C=CC=CC=4)C4C=CC=CC=4)=CC=C4C=3C=CC=C4)=C3C(C=CC=C3)=CC=2)C2C=CC=CC=2)=CC=1>C1(C)C=CC=CC=1.C(OCC)(=O)C.[Cl-].[Na+].O.CC([O-])=O.CC([O-])=O.[Pd+2].O>[N:5]1[CH:6]=[CH:7][C:2]([N:11]2[CH2:10][CH2:9][N:8]([C:14]([O:16][C:17]([CH3:20])([CH3:19])[CH3:18])=[O:15])[CH2:13][CH2:12]2)=[CH:3][CH:4]=1 |f:2.3,7.8.9,10.11.12|. Reported procedure: To a degassed solution of 4-bromopyridine (1 equiv.), tert-butyl piperazine-1-carboxylate (16 mmol, 1.2 equiv.) and NaOtBu (3.4 equiv.) in toluene were added Pd(OAc)2 (2 mol %) and BINAP (1 mol %) and the resulting solution was refluxed for 3 h. The reaction mixture was cooled, diluted with ethyl acetate and given water and brine washes respectively. The organic layer was dried over sodium sulfate, the solvent removed in vacuo and the crude product purified by column chromatography (silica). Yie... The reactants are O=C(O)CCCCCCCCCCOc1ccccc1, C1CCOC1. Product: OCCCCCCCCCCCOc1ccccc1. Reaction SMILES: [O:1]([c:2]1[cH:3][cH:4][cH:5][cH:6][cH:7]1)[CH2:8][CH2:9][CH2:10][CH2:11][CH2:12][CH2:13][CH2:14][CH2:15][CH2:16][CH2:17][C:18](=[O:19])[OH:20].[O:21]1[CH2:22][CH2:23][CH2:24][CH2:25]1>>[O:1]([c:2]1[cH:3][cH:4][cH:5][cH:6][cH:7]1)[CH2:8][CH2:9][CH2:10][CH2:11][CH2:12][CH2:13][CH2:14][CH2:15][CH2:16][CH2:17][CH2:18][OH:19]. Starting materials: [H-].[Na+] (sodium hydride), C1=CC(=CC=C1N)O (p-aminophenol), O1CCCC1 (tetrahydrofuran), [H][H] (hydrogen). The product is NC1=C([O-])C=CC=C1.[Na+] (Sodium aminophenoxide salt). RXN SMILES: [H-].[Na+:2].C1[C:8]([NH2:9])=[CH:7]C=C(O)C=1.[H][H].[O:13]1[CH2:17][CH2:16][CH2:15][CH2:14]1>>[NH2:9][C:8]1[CH:7]=[CH:14][CH:15]=[CH:16][C:17]=1[O-:13].[Na+:2] |f:0.1,5.6|. Reported procedure: Sodium aminophenoxide reactant was prepared by slowly adding sodium hydride (100%, 2.6 g, 0.11 mole) to a slurry of p-aminophenol (10.9 g, 0.1 mole) in about 100 mL tetrahydrofuran (THF). The reaction mixture was heated at 60°-67° C. for 3 hours, or until evolution of hydrogen was no longer visible. Sodium aminophenoxide salt, a purplish solid, formed during this time. The salt was either filtered and washed with THF, or used as prepared, as a slurry. The entire procedure was carried out under n... Starting materials: CCOC(=O)c1cc2cc(Br)ccc2[nH]1, [Na+], O=C([O-])O, O=S(=O)(Cl)Cl, c1ccccc1. Product: CCOC(=O)c1[nH]c2ccc(Br)cc2c1Cl. RXN SMILES: [CH2:1]([CH3:2])[O:3][C:4](=[O:5])[c:6]1[nH:7][c:8]2[cH:9][cH:10][c:11]([Br:15])[cH:12][c:13]2[cH:14]1.[Na+:25].[O-:21][C:22]([OH:23])=[O:24].[S:16]([Cl:17])(=[O:18])([Cl:19])=[O:20].[cH:26]1[cH:27][cH:28][cH:29][cH:30][cH:31]1>>[CH2:1]([CH3:2])[O:3][C:4](=[O:5])[c:6]1[nH:7][c:8]2[cH:9][cH:10][c:11]([Br:15])[cH:12][c:13]2[c:14]1[Cl:19]. Reactants: OC=1C=C(C(=O)O)C=CC1C(F)(F)F (3-hydroxy-4-trifluoromethyl-benzoic acid), C(C)(=O)OC(C)=O (acetic acid anhydride), O (water). Reaction conditions: time 10 minute. The product is C(C)(=O)OC=1C=C(C(=O)O)C=CC1C(F)(F)F (3-Acetoxy-4-trifluoromethyl-benzoic acid). Reaction SMILES: [OH:1][C:2]1[CH:3]=[C:4]([CH:8]=[CH:9][C:10]=1[C:11]([F:14])([F:13])[F:12])[C:5]([OH:7])=[O:6].O.[C:16](OC(=O)C)(=[O:18])[CH3:17]>>[C:16]([O:1][C:2]1[CH:3]=[C:4]([CH:8]=[CH:9][C:10]=1[C:11]([F:12])([F:13])[F:14])[C:5]([OH:7])=[O:6])(=[O:18])[CH3:17]. Procedure details: 3.5 g (17 mmol) of 3-hydroxy-4-trifluoromethyl-benzoic acid (prepared as described in WO 2006/128184) were dissolved in 35 ml of acetic acid anhydride and heated to reflux for 3 h. 60 ml of water were added and heating to reflux was continued for 10 min. After cooling and stirring overnight, the formed precipitate was collected by suction and dried to give 3.0 g of the title compound. Reactants: CC(C)(OC(=O)[C@@H](CCN1C(C=2C=C3C(=CC2C1=O)C=CC=C3)=O)N[C@@H](CC(C)C)C(=O)O)C (N-[(R)-1-[(1,1-dimethylethoxy)carbonyl]-3-(1,3-dihydro-1,3-dioxo-2H-benz[f]isoindol-2-yl)propyl]-L-leucine), C1(CCCCC1)N=C=NC1CCCCC1 (dicyclohexylcarbodiimide), OC1=CC=CC=2NN=NC21 (hydroxybenzotriazol), N1=CC(=CC=C1)CN ((pyridin-3-ylmethyl)amine). The solvent is O (H2O), CN(C)C=O (DMF). Run at temperature 0 celsius, time 24 hour. Yields the product CC(C)(C)OC([C@@H](CCN1C(C=2C=C3C(=CC2C1=O)C=CC=C3)=O)N[C@@H](CC(C)C)C(=O)NCC=3C=NC=CC3)=O (4-(1,3-Dihydro-1,3-dioxo-2H-benz[f]isoindol-2-yl)-2-(R)-[[3-methyl-1-(S)-[[(pyridin-3-ylmethyl)amino]carbonyl]butyl]amino]-butanoic acid-1,1-dimethylethyl ester). As a reaction SMILES: [CH3:1][C:2]([CH3:34])([O:4][C:5]([C@H:7]([NH:25][C@H:26]([C:31](O)=[O:32])[CH2:27][CH:28]([CH3:30])[CH3:29])[CH2:8][CH2:9][N:10]1[C:18](=[O:19])[C:17]2[CH:16]=[C:15]3[CH:20]=[CH:21][CH:22]=[CH:23][C:14]3=[CH:13][C:12]=2[C:11]1=[O:24])=[O:6])[CH3:3].OC1C2N=NNC=2C=CC=1.[N:45]1[CH:50]=[CH:49][CH:48]=[C:47]([CH2:51][NH2:52])[CH:46]=1.C1(N=C=NC2CCCCC2)CCCCC1>O.CN(C=O)C>[CH3:1][C:2]([O:4][C:5](=[O:6])[C@H:7]([NH:25][C@H:26]([C:31]([NH:52][CH2:51][C:47]1[CH:46]=[N:45][CH:50]=[CH:49][CH:48]=1)=[O:32])[CH2:27][CH:28]([CH3:30])[CH3:29])[CH2:8][CH2:9][N:10]1[C:18](=[O:19])[C:17]2[CH:16]=[C:15]3[CH:20]=[CH:21][CH:22]=[CH:23][C:14]3=[CH:13][C:12]=2[C:11]1=[O:24])([CH3:34])[CH3:3]. Procedure: 100 mg of N-[(R)-1-[(1,1-dimethylethoxy)carbonyl]-3-(1,3-dihydro-1,3-dioxo-2H-benz[f]isoindol-2-yl)propyl]-L-leucine, prepared as in Example L, was added to 2.5 mL of DMF. 39.2 mg of hydroxybenzotriazol.H2O was added to the mixture followed by 0.026 mL of (pyridin-3-ylmethyl)amine. The mixture was cooled to 0° C. and 52.8 mg dicyclohexylcarbodiimide was added. The mixture was warmed to 23° C. and stirred for 24 h. The solvents were removed by evaporation and the resultant residue was diluted wit... The reactants are CC(=O)OC(C)=O, Cl, CC(c1c[nH]c2ccccc12)C1OC(N)=NC1=O, O, c1ccncc1. Product: CC(=O)NC1=NC(=O)C(C(C)c2c[nH]c3ccccc23)O1. As a reaction SMILES: [CH3:25][C:26](=[O:27])[O:28][C:29](=[O:30])[CH3:31].[ClH:32].[NH2:1][C:2]1=[N:6][C:5](=[O:7])[CH:4]([CH:8]([CH3:9])[c:10]2[cH:11][nH:12][c:13]3[cH:14][cH:15][cH:16][cH:17][c:18]23)[O:3]1.[OH2:33].[cH:19]1[cH:20][cH:21][n:22][cH:23][cH:24]1>>[NH:1]([C:2]1=[N:6][C:5](=[O:7])[CH:4]([CH:8]([CH3:9])[c:10]2[cH:11][nH:12][c:13]3[cH:14][cH:15][cH:16][cH:17][c:18]23)[O:3]1)[C:26]([CH3:25])=[O:27]. Reactants: O=[N+]([O-])c1ccc2c(c1)OC(CNCc1ccccc1)CO2, CC(C)(C)[O-], N#CCOc1ccc(Cl)cc1, Cl, [K+], CN(C)C=O. The product is N#CCc1c([N+](=O)[O-])ccc2c1OC(CNCc1ccccc1)CO2. As a reaction SMILES: [CH2:7]([c:8]1[cH:9][cH:10][cH:11][cH:12][cH:13]1)[NH:14][CH2:15][CH:16]1[CH2:17][O:18][c:19]2[c:20]([cH:22][c:23]([N+:26](=[O:27])[O-:28])[cH:24][cH:25]2)[O:21]1.[CH3:1][C:2]([CH3:3])([O-:4])[CH3:5].[Cl:29][c:30]1[cH:31][cH:32][c:33]([O:34][CH2:35][C:36]#[N:37])[cH:38][cH:39]1.[ClH:40].[K+:6].[O:41]=[CH:42][N:43]([CH3:44])[CH3:45]>>[CH2:7]([c:8]1[cH:9][cH:10][cH:11][cH:12][cH:13]1)[NH:14][CH2:15][CH:16]1[CH2:17][O:18][c:19]2[c:20]([c:22]([CH2:35][C:36]#[N:37])[c:23]([N+:26](=[O:27])[O-:28])[cH:24][cH:25]2)[O:21]1.